Dataset: the Open Reaction Database (ORD), a public repository of structured organic reaction records. Task: describe an organic reaction: reactants, conditions, products, and yield Starting materials: O=C(Cl)c1ccccc1, O=C(O)C1Cc2ccccc2CN1, Cl, Cl, [Na+], [OH-]. Product: O=C(O)C1Cc2ccccc2CN1C(=O)c1ccccc1. RXN SMILES: [C:15]([c:16]1[cH:17][cH:18][cH:19][cH:20][cH:21]1)(=[O:22])[Cl:23].[CH2:2]1[NH:3][CH:4]([C:12](=[O:13])[OH:14])[CH2:5][c:6]2[cH:7][cH:8][cH:9][cH:10][c:11]21.[ClH:1].[ClH:24].[Na+:26].[OH-:25]>>[CH2:2]1[N:3]([C:15]([c:16]2[cH:17][cH:18][cH:19][cH:20][cH:21]2)=[O:22])[CH:4]([C:12](=[O:13])[OH:14])[CH2:5][c:6]2[cH:7][cH:8][cH:9][cH:10][c:11]21. Starting materials: OCc1ccccc1Br, C1CCOC1, [Li]CCCC, CCC=O, [H-], [Na+]. Product: CCC(O)c1ccccc1CO. RXN SMILES: [Br:3][c:4]1[c:5]([CH2:6][OH:7])[cH:8][cH:9][cH:10][cH:11]1.[CH2:21]1[O:22][CH2:23][CH2:24][CH2:25]1.[CH3:12][CH2:13][CH2:14][CH2:15][Li:16].[CH:17]([CH2:18][CH3:19])=[O:20].[H-:1].[Na+:2]>>[c:4]1([CH:17]([CH2:18][CH3:19])[OH:20])[c:5]([CH2:6][OH:7])[cH:8][cH:9][cH:10][cH:11]1. Starting materials: [N+](=O)([O-])C=1C=CC(=C(C(=O)C2=CC=CC=C2)C1)O (5-nitro-2-hydroxybenzophenone), Cl.NO (hydroxylamine hydrochloride), Cl (hydrochloric acid). The solvent is [OH-].[K+] (potassium hydroxide). Reaction conditions: time 5 hour. The product is [N+](=O)([O-])C=1C=CC(=C(C(C2=CC=CC=C2)=NO)C1)O (5-nitro-2-hydroxybenzophenone oxime). Reaction SMILES: [N+:1]([C:4]1[CH:5]=[CH:6][C:7]([OH:18])=[C:8]([CH:17]=1)[C:9]([C:11]1[CH:16]=[CH:15][CH:14]=[CH:13][CH:12]=1)=O)([O-:3])=[O:2].Cl.[NH2:20][OH:21].Cl>[OH-].[K+]>[N+:1]([C:4]1[CH:5]=[CH:6][C:7]([OH:18])=[C:8]([CH:17]=1)[C:9](=[N:20][OH:21])[C:11]1[CH:16]=[CH:15][CH:14]=[CH:13][CH:12]=1)([O-:3])=[O:2] |f:1.2,4.5|. Reported procedure: Into an autoclave, were charged 30 g of 2-chloro-5-nitrobenzophenone, 300 ml of water, and 9.70 g of potassium hydroxide. The mixture was allowed to react at 150° to 160° C. with stirring for 5 hours. Upon cooling to room temperature, there was obtained a clear liquid, reddish orange in color. The liquid was further cooled below 0° C. and strongly acidified with cold concentrated hydrochloric acid. The precipitated solids were collected by filtration, washed with water, and recrystallized from e...